This data is from the Open Reaction Database (ORD), a public repository of structured organic reaction records. The task is: describe an organic reaction: reactants, conditions, products, and yield Reactants: C1COCCO1, Cl, O, CC(C)(C)OC(=O)NC1Cc2ccccc2N(S(=O)(=O)c2ccc(NC(=O)Nc3ccccc3)cc2)C1. The product is Cl, NC1Cc2ccccc2N(S(=O)(=O)c2ccc(NC(=O)Nc3ccccc3)cc2)C1. Reaction SMILES: [CH2:40]1[O:41][CH2:42][CH2:43][O:44][CH2:45]1.[ClH:38].[OH2:39].[c:1]1([NH:7][C:8]([NH:9][c:10]2[cH:11][cH:12][c:13]([S:16](=[O:17])(=[O:18])[N:19]3[CH2:20][CH:21]([NH:29][C:30](=[O:31])[O:32][C:33]([CH3:34])([CH3:35])[CH3:36])[CH2:22][c:23]4[cH:24][cH:25][cH:26][cH:27][c:28]43)[cH:14][cH:15]2)=[O:37])[cH:2][cH:3][cH:4][cH:5][cH:6]1>>[ClH:38].[c:1]1([NH:7][C:8]([NH:9][c:10]2[cH:11][cH:12][c:13]([S:16](=[O:17])(=[O:18])[N:19]3[CH2:20][CH:21]([NH2:29])[CH2:22][c:23]4[cH:24][cH:25][cH:26][cH:27][c:28]43)[cH:14][cH:15]2)=[O:37])[cH:2][cH:3][cH:4][cH:5][cH:6]1. Starting materials: O=C=NC1Cc2ccccc2C1, O=C(NCCCCO)c1ccccc1. Product: O=C(NCCCCO)NC1Cc2ccccc2C1. Reaction SMILES: [N:1](=[C:2]=[O:3])[CH:4]1[CH2:5][c:6]2[cH:7][cH:8][cH:9][cH:10][c:11]2[CH2:12]1.[OH:13][CH2:14][CH2:15][CH2:16][CH2:17][NH:18][C:19](=[O:20])[c:21]1[cH:22][cH:23][cH:24][cH:25][cH:26]1>>[NH:1]([C:2](=[O:3])[NH:18][CH2:17][CH2:16][CH2:15][CH2:14][OH:13])[CH:4]1[CH2:5][c:6]2[cH:7][cH:8][cH:9][cH:10][c:11]2[CH2:12]1. Reaction conditions: time 5 hour. Isolated yield 55.6%. The reactants are BrC(C(=O)OC)C1=C(SC(=C1C=1C=CC2=C(CCCO2)C1)C)C (methyl 2-bromo-2-[4-(3,4-dihydro-2H-1-benzopyran-6-yl)-2,5-dimethylthiophen-3-yl]acetate), C([O-])([O-])=O.[Cs+].[Cs+] (cesium carbonate), CC(C)(C)S (2-methyl-2-propanethiol). The solvent is CN(C=O)C (N,N-dimethylformamide). RXN SMILES: Br[CH:2]([C:7]1[C:11]([C:12]2[CH:13]=[CH:14][C:15]3[O:20][CH2:19][CH2:18][CH2:17][C:16]=3[CH:21]=2)=[C:10]([CH3:22])[S:9][C:8]=1[CH3:23])[C:3]([O:5][CH3:6])=[O:4].C(=O)([O-])[O-].[Cs+].[Cs+].[CH3:30][C:31]([SH:34])([CH3:33])[CH3:32]>CN(C)C=O>[C:31]([S:34][CH:2]([C:7]1[C:11]([C:12]2[CH:13]=[CH:14][C:15]3[O:20][CH2:19][CH2:18][CH2:17][C:16]=3[CH:21]=2)=[C:10]([CH3:22])[S:9][C:8]=1[CH3:23])[C:3]([O:5][CH3:6])=[O:4])([CH3:33])([CH3:32])[CH3:30] |f:1.2.3|. Procedure details: A mixture of methyl 2-bromo-2-[4-(3,4-dihydro-2H-1-benzopyran-6-yl)-2,5-dimethylthiophen-3-yl]acetate (32a) (50 mg, 0.126 mmol), cesium carbonate (82 mg, 0.253 mmol) and 2-methyl-2-propanethiol (23 mg, 0.253 mmol) in N,N-dimethylformamide (2 mL) was stirred at room temperature for 5 hours. The reaction mixture was quenched with water (6 mL) and extracted with ethyl acetate (4×5 mL). The organic layer was washed with brine (10 mL), dried over sodium sulfate and concentrated in vacuo. The residue ... Product: C(C)(C)(C)SC(C(=O)OC)C1=C(SC(=C1C=1C=CC2=C(CCCO2)C1)C)C (methyl 2-(tert-butylsulfanyl)-2-[4-(3,4-dihydro-2H-1-benzopyran-6-yl)-2,5-dimethylthiophen-3-yl]acetate). Starting materials: N1C(=O)C(=O)C2=CC=CC=C12 (isatin), C(C)(C)N(CCCl)CC1=CC=CC=C1 (2-(N-isopropylbenzylamino)ethyl chloride). Product: C(C)(C)N(CCN1C(=O)C(=O)C2=CC=CC=C12)CC1=CC=CC=C1 (1-[2-(N-isopropylbenzylamino)ethyl]isatin), oil. Isolated yield 43.4%. Reaction SMILES: [NH:1]1[C:11]2[C:6](=[CH:7][CH:8]=[CH:9][CH:10]=2)[C:4](=[O:5])[C:2]1=[O:3].[CH:12]([N:15]([CH2:19][C:20]1[CH:25]=[CH:24][CH:23]=[CH:22][CH:21]=1)[CH2:16][CH2:17]Cl)([CH3:14])[CH3:13]>>[CH:12]([N:15]([CH2:19][C:20]1[CH:21]=[CH:22][CH:23]=[CH:24][CH:25]=1)[CH2:16][CH2:17][N:1]1[C:11]2[C:6](=[CH:7][CH:8]=[CH:9][CH:10]=2)[C:4](=[O:5])[C:2]1=[O:3])([CH3:13])[CH3:14]. Procedure details: By using isatin and the 2-(N-isopropylbenzylamino)ethyl chloride, a method analogous to that described in Reference Example 7 was carried out, and the reaction product was purified with silica gel column chromatography (eluent: chloroform) to obtain 1-[2-(N-isopropylbenzylamino)ethyl]isatin in an oil (yield: 43.4%). Starting materials: NC=1CSCC1C(=O)OC (3-amino-4-methoxycarbonyl-2,5-dihydrothiophene), OO (hydrogen peroxide). Run in C(C)(C)O (isopropanol). Run at temperature 50 celsius. Yields the product NC=1CS(CC1C(=O)OC)=O (3-Amino-4-methoxycarbonyl-2,5-dihydrothiophene 1-oxide). RXN SMILES: [NH2:1][C:2]1[CH2:3][S:4][CH2:5][C:6]=1[C:7]([O:9][CH3:10])=[O:8].[OH:11]O>C(O)(C)C>[NH2:1][C:2]1[CH2:3][S:4](=[O:11])[CH2:5][C:6]=1[C:7]([O:9][CH3:10])=[O:8]. Reported procedure: 3.2 g (0.02 mol) of 3-amino-4-methoxycarbonyl-2,5-dihydrothiophene are suspended in 30 ml of isopropanol. 2.2 ml of 35% strength hydrogen peroxide are added, with cooling. The mixture is then stirred at an internal temperature of 50° C. until starting material can no longer be detected in a thin layer chromatogram (approx. 5 hours). The mixture is then cooled in an ice bath and the precipitated crystals are filtered off with suction and washed with ice-cold isopropanol and with diethyl ether. Yi...